The task is: describe an organic reaction: reactants, conditions, products, and yield. This data is from the Open Reaction Database (ORD), a public repository of structured organic reaction records. The reactants are NC(=O)C1=CC=C(OCCN)C=C1 (β-(4-aminocarbonylphenoxy)-ethylamine), O1CC1COC=1SC(=CN1)C(=O)NCCCC(CC)C (1,2-epoxy-3-(5-4'-methylhexylaminocarbonylthiazol-2-oxy)-propane), O1CC1COC=1SC(=CN1)C(=O)NCCCC(CC)C (1,2-epoxy-3-(5-4'-methylhexylaminocarbonylthiazol-2-oxy)-propane). Run in C(C)O (ethanol). The product is NC(=O)C1=CC=C(OCCNCC(COC=2SC(=CN2)C(=O)NCCCC(CC)C)O)C=C1 (1-[β-(4-aminocarbonylphenoxy)-ethylamino]-3-(5-4'-methylhexylaminocarbonylthiazol-2-oxy)-2-propanol). Reaction SMILES: [NH2:1][C:2]([C:4]1[CH:13]=[CH:12][C:7]([O:8][CH2:9][CH2:10][NH2:11])=[CH:6][CH:5]=1)=[O:3].[O:14]1[CH:16]([CH2:17][O:18][C:19]2[S:20][C:21]([C:24]([NH:26][CH2:27][CH2:28][CH2:29][CH:30]([CH3:33])[CH2:31][CH3:32])=[O:25])=[CH:22][N:23]=2)[CH2:15]1>C(O)C>[NH2:1][C:2]([C:4]1[CH:13]=[CH:12][C:7]([O:8][CH2:9][CH2:10][NH:11][CH2:15][CH:16]([OH:14])[CH2:17][O:18][C:19]2[S:20][C:21]([C:24]([NH:26][CH2:27][CH2:28][CH2:29][CH:30]([CH3:33])[CH2:31][CH3:32])=[O:25])=[CH:22][N:23]=2)=[CH:6][CH:5]=1)=[O:3]. Procedure: This example illustrates further methods according to the invention of preparing further compounds of formula I of the invention. In this example 1 g. of β-(4-aminocarbonylphenoxy)-ethylamine (Cox et al, J. Med. Chem., v. 16, No. 11 (1973)) is added to a solution containing 0.4 g. of 1,2-epoxy-3-(5-4'-methylhexylaminocarbonylthiazol-2-oxy)-propane in 20 ml. of anhydrous absolute ethanol at 20° C. The resulting mixture is monitored by thin-layer chromatographic analysis and allowed to stand until... The reactants are C(O)([O-])=O.[Na+] (sodium hydrogen carbonate), C(C)OC(CCCN)OCC (4-aminobutyraldehyde-diethylacetal), C(C)(=O)Cl (acetyl chloride). Run in ClCCl (dichloromethane). Reaction conditions: temperature 0 celsius, time 6 hour. Product: C(C)OC(CCCNC(C)=O)OCC (4-(N-acetylamino)butyraldehyde-diethylacetal). Reaction SMILES: [CH2:1]([O:3][CH:4]([O:9][CH2:10][CH3:11])[CH2:5][CH2:6][CH2:7][NH2:8])[CH3:2].C(=O)([O-])O.[Na+].[C:17](Cl)(=[O:19])[CH3:18]>ClCCl>[CH2:10]([O:9][CH:4]([O:3][CH2:1][CH3:2])[CH2:5][CH2:6][CH2:7][NH:8][C:17](=[O:19])[CH3:18])[CH3:11] |f:1.2|. Reported procedure: 35.8 g (0.2 mol) of 4-aminobutyraldehyde-diethylacetal (90%) are dissolved in 600 ml of dichloromethane, 300 ml of saturated sodium hydrogen carbonate solution are added, and the mixture is cooled to 0° C. 17 ml (0.24 mol) of acetyl chloride are added dropwise at 0°-5° C., and the mixture is stirred for a further 6 hours at 0°-5° C. The organic phase is separated off and the aqueous phase is extracted twice more with dichloromethane. The organic phases are combined, dried over MgSO4, filtered an... Starting materials: CNOC, ClCCl, Cl, O=C(O)c1ccc(F)c(O)c1. Product: CON(C)C(=O)c1ccc(F)c(O)c1. RXN SMILES: [CH3:13][NH:14][O:15][CH3:16].[Cl:17][CH2:18][Cl:19].[ClH:12].[F:1][c:2]1[c:3]([OH:11])[cH:4][c:5]([C:6](=[O:7])[OH:8])[cH:9][cH:10]1>>[F:1][c:2]1[c:3]([OH:11])[cH:4][c:5]([C:6](=[O:8])[N:14]([CH3:13])[O:15][CH3:16])[cH:9][cH:10]1. Starting materials: ClC=1C2=C(N=C(N1)SCC1=CC=CC=C1)N=C(S2)N (7-Chloro-5-[(phenylmethyl)thio]thiazolo[4,5-d]pyrimidin-2-amine), NC(CO)(C)C (2-amino-2-methylpropanol). Solvent: O1CCCC1 (tetrahydrofuran). Yields the product NC=1SC2=C(N=C(N=C2NC(CO)(C)C)SCC2=CC=CC=C2)N1 (2-[[2-Amino-5-[(phenylmethyl)thio]thiazolo[4,5-d]pyrimidin-7-yl]amino]-2-methyl-1-propanol). The yield is 65.5%. RXN SMILES: Cl[C:2]1[C:3]2[S:18][C:17]([NH2:19])=[N:16][C:4]=2[N:5]=[C:6]([S:8][CH2:9][C:10]2[CH:15]=[CH:14][CH:13]=[CH:12][CH:11]=2)[N:7]=1.[NH2:20][C:21]([CH3:25])([CH3:24])[CH2:22][OH:23]>O1CCCC1>[NH2:19][C:17]1[S:18][C:3]2[C:2]([NH:20][C:21]([CH3:25])([CH3:24])[CH2:22][OH:23])=[N:7][C:6]([S:8][CH2:9][C:10]3[CH:15]=[CH:14][CH:13]=[CH:12][CH:11]=3)=[N:5][C:4]=2[N:16]=1. Reported procedure: The product from step (c) (0.6 g) and 2-amino-2-methylpropanol (1.1 g) in tetrahydrofuran (10 ml) was heated in a sealed vessel at 100° C. for 18 hours. The mixture was evaporated to dryness and purified (SiO2, ethyl acetate as eluant) to give the subtitle compound (0.46 g). The reactants are CO, C[O-], COC(=O)C12CCCN(CCC1)C2, CO, N, [Na+]. Product: NC(=O)C12CCCN(CCC1)C2. As a reaction SMILES: [CH3:14][OH:15].[CH3:16][O-:17].[CH3:1][O:2][C:3](=[O:4])[C:5]12[CH2:6][CH2:7][CH2:8][N:9]([CH2:10][CH2:11][CH2:12]1)[CH2:13]2.[CH3:20][OH:21].[NH3:19].[Na+:18]>>[O:2]=[C:3]([C:5]12[CH2:6][CH2:7][CH2:8][N:9]([CH2:10][CH2:11][CH2:12]1)[CH2:13]2)[NH2:19]. The reactants are O=C([O-])[O-], CCNC(=O)Nc1cc(-c2nc(C(F)(F)F)cs2)c(B2OC(C)(C)C(C)(C)O2)cn1, C1COCCO1, [Cs+], [Cs+], O, CCOC(=O)c1cn(C(CC)CO)c2ccc(I)cc2c1=O, c1ccc([PH](c2ccccc2)(c2ccccc2)[Pd-4]([PH](c2ccccc2)(c2ccccc2)c2ccccc2)([PH](c2ccccc2)(c2ccccc2)c2ccccc2)[PH](c2ccccc2)(c2ccccc2)c2ccccc2)cc1. Product: CCNC(=O)Nc1cc(-c2nc(C(F)(F)F)cs2)c(-c2ccc3c(c2)c(=O)c(C(=O)OCC)cn3C(CC)CO)cn1. RXN SMILES: [C:53](=[O:54])([O-:55])[O-:56].[CH2:23]([CH3:24])[NH:25][C:26](=[O:27])[NH:28][c:29]1[n:30][cH:31][c:32]([B:44]2[O:45][C:46]([CH3:47])([CH3:48])[C:49]([CH3:50])([CH3:51])[O:52]2)[c:33](-[c:35]2[s:36][cH:37][c:38]([C:40]([F:41])([F:42])[F:43])[n:39]2)[cH:34]1.[CH2:59]1[O:60][CH2:61][CH2:62][O:63][CH2:64]1.[Cs+:57].[Cs+:58].[OH2:65].[OH:1][CH2:2][CH:3]([CH2:4][CH3:5])[n:6]1[cH:7][c:8]([C:18](=[O:19])[O:20][CH2:21][CH3:22])[c:9](=[O:17])[c:10]2[cH:11][c:12]([I:16])[cH:13][cH:14][c:15]12.[c:66]1([PH:67]([Pd-4:68]([PH:69]([c:70]2[cH:71][cH:72][cH:73][cH:74][cH:75]2)([c:76]2[cH:77][cH:78][cH:79][cH:80][cH:81]2)[c:82]2[cH:83][cH:84][cH:85][cH:86][cH:87]2)([PH:88]([c:89]2[cH:90][cH:91][cH:92][cH:93][cH:94]2)([c:95]2[cH:96][cH:97][cH:98][cH:99][cH:100]2)[c:101]2[cH:102][cH:103][cH:104][cH:105][cH:106]2)[PH:107]([c:108]2[cH:109][cH:110][cH:111][cH:112][cH:113]2)([c:114]2[cH:115][cH:116][cH:117][cH:118][cH:119]2)[c:120]2[cH:121][cH:122][cH:123][cH:124][cH:125]2)([c:126]2[cH:127][cH:128][cH:129][cH:130][cH:131]2)[c:132]2[cH:133][cH:134][cH:135][cH:136][cH:137]2)[cH:138][cH:139][cH:140][cH:141][cH:142]1>>[OH:1][CH2:2][CH:3]([CH2:4][CH3:5])[n:6]1[cH:7][c:8]([C:18](=[O:19])[O:20][CH2:21][CH3:22])[c:9](=[O:17])[c:10]2[cH:11][c:12](-[c:32]3[cH:31][n:30][c:29]([NH:28][C:26]([NH:25][CH2:23][CH3:24])=[O:27])[cH:34][c:33]3-[c:35]3[s:36][cH:37][c:38]([C:40]([F:41])([F:42])[F:43])[n:39]3)[cH:13][cH:14][c:15]12. The reactants are COS(=O)(=O)OC, Cc1ccccc1, CC(N)c1ccc2c(c1)NCCC2. The product is CC(N)c1ccc2c(c1)N(C)CCC2. RXN SMILES: [CH3:14][O:15][S:16]([O:17][CH3:18])(=[O:19])=[O:20].[CH3:21][c:22]1[cH:23][cH:24][cH:25][cH:26][cH:27]1.[NH2:1][CH:2]([CH3:3])[c:4]1[cH:5][cH:6][c:7]2[c:12]([cH:13]1)[NH:11][CH2:10][CH2:9][CH2:8]2>>[NH2:1][CH:2]([CH3:3])[c:4]1[cH:5][cH:6][c:7]2[c:12]([cH:13]1)[N:11]([CH3:14])[CH2:10][CH2:9][CH2:8]2.